Dataset: the Open Reaction Database (ORD), a public repository of structured organic reaction records. Task: describe an organic reaction: reactants, conditions, products, and yield The reactants are CC1(OB(OC1(C)C)C1=CC2=C(N=C(S2)NC(C)=O)C=C1)C (N-[6-(4,4,5,5-tetramethyl-[1,3,2]dioxaborolan-2-yl)-benzothiazol-2-yl]-acetamide), COC1=NC(=CC(=N1)Cl)Cl (2-methoxy-4,6-dichloropyrimidine), C(=O)([O-])[O-].[Na+].[Na+] (Na2CO3). Reagents/catalysts: Cl[Pd]([P](C1=CC=CC=C1)(C2=CC=CC=C2)C3=CC=CC=C3)([P](C4=CC=CC=C4)(C5=CC=CC=C5)C6=CC=CC=C6)Cl (bis(triphenylphosphine)palladium(II) chloride). Solvent: CCO (EtOH), O (water), C(OC)COC (dimethoxyethane), O (water). The product is ClC1=CC(=NC(=N1)OC)C1=CC2=C(N=C(S2)NC(C)=O)C=C1 (N-[6-(6-chloro-2-methoxy-pyrimidin-4-yl)-benzothiazol-2-yl]-acetamide). Isolated yield 13.6%. RXN SMILES: CC1(C)C(C)(C)OB([C:9]2[CH:21]=[CH:20][C:12]3[N:13]=[C:14]([NH:16][C:17](=[O:19])[CH3:18])[S:15][C:11]=3[CH:10]=2)O1.[CH3:23][O:24][C:25]1[N:30]=[C:29](Cl)[CH:28]=[C:27]([Cl:32])[N:26]=1.C([O-])([O-])=O.[Na+].[Na+]>C(COC)OC.Cl[Pd](Cl)([P](C1C=CC=CC=1)(C1C=CC=CC=1)C1C=CC=CC=1)[P](C1C=CC=CC=1)(C1C=CC=CC=1)C1C=CC=CC=1.O.CCO>[Cl:32][C:27]1[N:26]=[C:25]([O:24][CH3:23])[N:30]=[C:29]([C:9]2[CH:21]=[CH:20][C:12]3[N:13]=[C:14]([NH:16][C:17](=[O:19])[CH3:18])[S:15][C:11]=3[CH:10]=2)[CH:28]=1 |f:2.3.4,^1:47,66|. Reported procedure: Argon is bubbled through a mixture of N-[6-(4,4,5,5-tetramethyl-[1,3,2]dioxaborolan-2-yl)-benzothiazol-2-yl]-acetamide (1.12 g, 3.52 mmol), 2-methoxy-4,6-dichloropyrimidine (700 mg, 3.91 mmol), Na2CO3 (625 mg, 5.9 mmol), and bis(triphenylphosphine)palladium(II) chloride (280 mg, 0.4 mmol), in dimethoxyethane (8 mL), water (3.4 mL) and EtOH (2.2 mL) for 10 minutes. The mixture is irradiated by microwave at 160° C. for 10 minutes added water (20 mL) and extracted with EtOAc (40 mL). The organic ex...